From a dataset of the Open Reaction Database (ORD), a public repository of structured organic reaction records. describe an organic reaction: reactants, conditions, products, and yield Starting materials: BrCC(=O)Cl (bromoacetyl chloride), CNC1=C(C=CC=C1)C(=O)C1=C(C=C(C=C1OC)C)OC ((2,6-dimethoxy-4-methylphenyl) (2-methylaminophenyl) ketone). Solvent: ClCCl (dichloromethane), ClCCl (dichloromethane), O (water). Reaction conditions: temperature -10 celsius, time 2 hour. Yields the product COC1=C(C(=O)C2=C(C=CC=C2)N(C(CBr)=O)C)C(=CC(=C1)C)OC (N-[2-(2,6-Dimethoxy-4-methylbenzoyl)phenyl]-N-methylbromoacetamide). Yield: 99.0%. As a reaction SMILES: [CH3:1][NH:2][C:3]1[CH:8]=[CH:7][CH:6]=[CH:5][C:4]=1[C:9]([C:11]1[C:16]([O:17][CH3:18])=[CH:15][C:14]([CH3:19])=[CH:13][C:12]=1[O:20][CH3:21])=[O:10].[Br:22][CH2:23][C:24](Cl)=[O:25]>ClCCl.O>[CH3:21][O:20][C:12]1[CH:13]=[C:14]([CH3:19])[CH:15]=[C:16]([O:17][CH3:18])[C:11]=1[C:9]([C:4]1[CH:5]=[CH:6][CH:7]=[CH:8][C:3]=1[N:2]([CH3:1])[C:24](=[O:25])[CH2:23][Br:22])=[O:10]. Reported procedure: To a mixture of 10 g of (2,6-dimethoxy-4-methylphenyl) (2-methylaminophenyl) ketone in 100 ml of dichloromethane and 20 ml of water, cooled to -10° C., are added dropwise 6.34 g of bromoacetyl chloride in 20 dichloromethane. The reaction mixture is allowed to return to room temperature and is then stirred vigorously for 2 hours. The phases are separated after settling has taken place and the organic phase is successively washed with water, dried over sodium sulphate and evaporated to dryness to ... Starting materials: S1C=CC2=NC=CC(=C21)O (thieno[3,2-b]pyridin-7-ol), BrBr (bromine). The solvent is C(C)(=O)O (acetic acid). Conditions: temperature 110 celsius. Product: BrC=1C(=C2C(=NC1)C=CS2)O (6-Bromothieno[3,2-b]pyridin-7-ol). The yield is 115.2%. RXN SMILES: [S:1]1[C:9]2[C:4](=[N:5][CH:6]=[CH:7][C:8]=2[OH:10])[CH:3]=[CH:2]1.[Br:11]Br>C(O)(=O)C>[Br:11][C:7]1[C:8]([OH:10])=[C:9]2[S:1][CH:2]=[CH:3][C:4]2=[N:5][CH:6]=1. Procedure details: To a solution of thieno[3,2-b]pyridin-7-ol (1, 2.55 g, 16.87 mmol) in acetic acid (50 mL) was added bromine(1.7 mL, 32.72 mmol). The mixture was heated at 110° C. for 1 h, cooled and the resultant precipitate was separated by filtration, to afford the title compound 270 (4.47 g, crude) as a dark brown powder, which was used in next step without further purification. M/S (m/z): 231.9(M+H) (found). Reactants: COC(=O)c1ccc(SC)cc1OC1CCN(C(=O)OC(C)(C)C)CC1, C1CCOC1, CO, [Li+], [OH-]. Product: CSc1ccc(C(=O)O)c(OC2CCN(C(=O)OC(C)(C)C)CC2)c1. RXN SMILES: [C:1]([CH3:2])([CH3:3])([CH3:4])[O:5][C:6](=[O:7])[N:8]1[CH2:9][CH2:10][CH:11]([O:14][c:15]2[c:16]([C:17](=[O:18])[O:19][CH3:20])[cH:21][cH:22][c:23]([S:25][CH3:26])[cH:24]2)[CH2:12][CH2:13]1.[CH2:31]1[O:32][CH2:33][CH2:34][CH2:35]1.[CH3:29][OH:30].[Li+:28].[OH-:27]>>[C:1]([CH3:2])([CH3:3])([CH3:4])[O:5][C:6](=[O:7])[N:8]1[CH2:9][CH2:10][CH:11]([O:14][c:15]2[c:16]([C:17](=[O:18])[OH:19])[cH:21][cH:22][c:23]([S:25][CH3:26])[cH:24]2)[CH2:12][CH2:13]1.